Dataset: the Open Reaction Database (ORD), a public repository of structured organic reaction records. Task: describe an organic reaction: reactants, conditions, products, and yield The reactants are [H-].C(C(C)C)[Al+]CC(C)C (diisobutylaluminum hydride), Cl (HCl), C1(CCC1)C(=O)N[C@@H](CC(=O)OC)C1=CC(=CC=C1)F (Methyl (3S)-3-[(cyclobutylcarbonyl)amino]-3-(3-fluorophenyl)propanoate), CO (Methanol). The solvent is C(Cl)Cl (DCM), C(Cl)Cl (DCM). Conditions: temperature -78 celsius, time 2 hour. Yields the product O=CC[C@@H](C1=CC=CC=C1)NC(=O)C1CCC1 (N-[(1S)-3-Oxo-1-phenylpropyl]cyclobutanecarboxamide). RXN SMILES: [CH:1]1([C:5]([NH:7][C@H:8]([C:14]2[CH:19]=[CH:18][CH:17]=[C:16](F)[CH:15]=2)[CH2:9][C:10](OC)=[O:11])=[O:6])[CH2:4][CH2:3][CH2:2]1.[H-].C([Al+]CC(C)C)C(C)C.CO.Cl>C(Cl)Cl>[O:11]=[CH:10][CH2:9][C@H:8]([NH:7][C:5]([CH:1]1[CH2:4][CH2:3][CH2:2]1)=[O:6])[C:14]1[CH:15]=[CH:16][CH:17]=[CH:18][CH:19]=1 |f:1.2|. Procedure details: To a stirring solution of the methyl ester from Example 9, Step B (1.2 mmol, 330 mg) in 10 mL of DCM cooled to −78° C. was added dropwise over 20 min. diisobutylaluminum hydride (2.4 mmol, 2.4 mL of 1 M solution in DCM). The solution was stirred at −78° C. for 2 h. Methanol (2 mL) cooled to −78° C. was canulated dropwise to the reaction mixture over 5 min. After 10 min. the reaction was allowed to warm to room temperature, during which time a white precipitate formed. DCM (30 mL) was added, and ... Starting materials: CC(C)(C)NS(=O)(=O)c1cccc2c1SC(C)(C)C2, O=C(O)C(F)(F)F. The product is CC1(C)Cc2cccc(S(N)(=O)=O)c2S1. RXN SMILES: [C:1]([CH3:2])([CH3:3])([CH3:4])[NH:5][S:6](=[O:7])(=[O:8])[c:9]1[cH:10][cH:11][cH:12][c:13]2[c:14]1[S:15][C:16]([CH3:18])([CH3:19])[CH2:17]2.[OH:20][C:21]([C:22]([F:23])([F:24])[F:25])=[O:26]>>[NH2:5][S:6](=[O:7])(=[O:8])[c:9]1[cH:10][cH:11][cH:12][c:13]2[c:14]1[S:15][C:16]([CH3:18])([CH3:19])[CH2:17]2. Reactants: CNc1c(C)cccc1C, O=C(Cl)Cl, Cl, c1ccccc1. Product: Cc1cccc(C)c1N(C)C(=O)Cl. RXN SMILES: [CH3:2][NH:3][c:4]1[c:5]([CH3:11])[cH:6][cH:7][cH:8][c:9]1[CH3:10].[Cl:12][C:13]([Cl:14])=[O:15].[ClH:1].[cH:16]1[cH:17][cH:18][cH:19][cH:20][cH:21]1>>[CH3:2][N:3]([c:4]1[c:5]([CH3:11])[cH:6][cH:7][cH:8][c:9]1[CH3:10])[C:13]([Cl:12])=[O:15]. The reactants are O=C([O-])[O-], CC(=O)[O-], CC(=O)[O-], CCCNC, COC(=O)c1cc(Cl)nc(Cl)c1, Cc1ccccc1, [Cs+], [Cs+], [Pd+2]. The product is CCCN(C)c1cc(C(=O)OC)cc(Cl)n1. Reaction SMILES: [C:18](=[O:19])([O-:20])[O-:21].[C:31]([O-:32])(=[O:33])[CH3:34].[C:36]([O-:37])(=[O:38])[CH3:39].[CH3:13][NH:14][CH2:15][CH2:16][CH3:17].[CH3:1][O:2][C:3]([c:4]1[cH:5][c:6]([Cl:11])[n:7][c:8]([Cl:10])[cH:9]1)=[O:12].[CH3:24][c:25]1[cH:26][cH:27][cH:28][cH:29][cH:30]1.[Cs+:22].[Cs+:23].[Pd+2:35]>>[CH3:1][O:2][C:3]([c:4]1[cH:5][c:6]([N:14]([CH3:13])[CH2:15][CH2:16][CH3:17])[n:7][c:8]([Cl:10])[cH:9]1)=[O:12]. The reactants are Cl (hydrochloric acid), [OH-].[Na+] (NaOH), COC(C1C(C(=C(C(=C1)N1C=CC=C1)SC1=CC=CC=C1)NCC1=CC=CC=C1)=S(=O)=O)=O (3-benzylamino-4-phenylthio-5-pyrrol-1-yl-sulfonyl-benzoic acid methyl ester). Solvent: C(C)O (ethanol), O (water), C(C)O (ethanol). Reaction conditions: time 4 hour. Yields the product C(C1=CC=CC=C1)NC=1C(C(C(=O)O)C=C(C1SC1=CC=CC=C1)N1C=CC=C1)=S(=O)=O (3-Benzylamino-4-phenylthio-5-pyrrol-1-yl-sulfonylbenzoic acid). Isolated yield 60.0%. RXN SMILES: [OH-].[Na+].C[O:4][C:5](=[O:35])[CH:6]1[CH:11]=[C:10]([N:12]2[CH:16]=[CH:15][CH:14]=[CH:13]2)[C:9]([S:17][C:18]2[CH:23]=[CH:22][CH:21]=[CH:20][CH:19]=2)=[C:8]([NH:24][CH2:25][C:26]2[CH:31]=[CH:30][CH:29]=[CH:28][CH:27]=2)[C:7]1=[S:32](=[O:34])=[O:33].Cl>O.C(O)C>[CH2:25]([NH:24][C:8]1[C:7](=[S:32](=[O:34])=[O:33])[CH:6]([CH:11]=[C:10]([N:12]2[CH:13]=[CH:14][CH:15]=[CH:16]2)[C:9]=1[S:17][C:18]1[CH:19]=[CH:20][CH:21]=[CH:22][CH:23]=1)[C:5]([OH:35])=[O:4])[C:26]1[CH:31]=[CH:30][CH:29]=[CH:28][CH:27]=1 |f:0.1|. Procedure: A solution of 0.083 g of NaOH in 30 ml of water is added to a solution of 1.0 g of 3-benzylamino-4-phenylthio-5-pyrrol-1-yl-sulfonyl-benzoic acid methyl ester in 70 ml of ethanol, and the mixture is stirred first for 4 hours at room temperature and then for 1 hour at 40° C. to complete the reaction. After stripping off the ethanol under reduced pressure, the aqueous phase is acidified with dilute hydrochloric acid and the product is filtered off and recrystallized from ethyl acetate. 3-Benzylami...